From a dataset of the Open Reaction Database (ORD), a public repository of structured organic reaction records. describe an organic reaction: reactants, conditions, products, and yield Starting materials: Cl.NC(=N)N (guanidine hydrochloride), C[O-].[Na+] (sodium methoxide), C1C=C(C2=CC=CC=C12)C=1C=C(C(=O)OCC(C)(NS(=O)(=O)C(F)(F)F)C)C=CC1 (2-methyl-2-trifluoromethylsulfonylaminopropyl 3-(1H-inden-3-yl)benzoate), C(C)(=O)OCC (ethyl acetate). Solvent: CN(C=O)C (N,N-dimethylformamide), CN(C=O)C (N,N-dimethylformamide), O (water). Run at time 30 minute. Product: CS(=O)(=O)O.C1C=C(C2=CC=CC=C12)C=1C=C(C(=O)NC(=N)N)C=CC1 ([3-(1H-inden-3-yl)benzoyl]guanidine methanesulfonate). Reaction SMILES: Cl.[NH2:2][C:3]([NH2:5])=[NH:4].C[O-].[Na+].[CH2:9]1[C:17]2[C:12](=[CH:13][CH:14]=[CH:15][CH:16]=2)[C:11]([C:18]2[CH:19]=[C:20]([CH:36]=[CH:37][CH:38]=2)[C:21](OCC(C)(N[S:28]([C:31](F)(F)F)(=[O:30])=[O:29])C)=[O:22])=[CH:10]1.C(OCC)(=[O:41])C>CN(C)C=O.O>[CH3:31][S:28]([OH:41])(=[O:30])=[O:29].[CH2:9]1[C:17]2[C:12](=[CH:13][CH:14]=[CH:15][CH:16]=2)[C:11]([C:18]2[CH:19]=[C:20]([CH:36]=[CH:37][CH:38]=2)[C:21]([NH:4][C:3]([NH2:5])=[NH:2])=[O:22])=[CH:10]1 |f:0.1,2.3,8.9|. Procedure: To a solution of guanidine hydrochloride (1.54 g) in N,N-dimethylformamide (5 ml) was added sodium methoxide (2.8 ml, 28% in methanol) under nitrogen atmosphere. After being stirred for 30 minutes at room temperature, to the reaction mixture was added a solution of 2-methyl-2-trifluoromethylsulfonylaminopropyl 3-(1H-inden-3-yl)benzoate (1.01 g) in N,N-dimethylformamide (5 ml). After being stirred for 23 hours at room temperature, the reaction mixture was poured into a mixture of ethyl acetate an...